Dataset: the Open Reaction Database (ORD), a public repository of structured organic reaction records. Task: describe an organic reaction: reactants, conditions, products, and yield The reactants are CC(C)(C)OC(=O)NNC(=O)C(CC(O)CO)c1cc(F)c(F)c(F)c1, Cc1ccc(S(=O)(=O)Cl)cc1, c1ccncc1. The product is Cc1ccc(S(=O)(=O)OCC(O)CC(C(=O)NNC(=O)OC(C)(C)C)c2cc(F)c(F)c(F)c2)cc1. Reaction SMILES: [OH:12][CH:13]([CH2:14][CH:15]([C:16](=[O:17])[NH:18][NH:19][C:20](=[O:21])[O:22][C:23]([CH3:24])([CH3:25])[CH3:26])[c:27]1[cH:28][c:29]([F:35])[c:30]([F:34])[c:31]([F:33])[cH:32]1)[CH2:36][OH:37].[c:1]1([CH3:11])[cH:2][cH:3][c:4]([S:7](=[O:8])(=[O:9])[Cl:10])[cH:5][cH:6]1.[cH:38]1[cH:39][cH:40][n:41][cH:42][cH:43]1>>[c:1]1([CH3:11])[cH:2][cH:3][c:4]([S:7](=[O:8])(=[O:9])[O:37][CH2:36][CH:13]([OH:12])[CH2:14][CH:15]([C:16](=[O:17])[NH:18][NH:19][C:20](=[O:21])[O:22][C:23]([CH3:24])([CH3:25])[CH3:26])[c:27]2[cH:28][c:29]([F:35])[c:30]([F:34])[c:31]([F:33])[cH:32]2)[cH:5][cH:6]1.